This data is from the Open Reaction Database (ORD), a public repository of structured organic reaction records. The task is: describe an organic reaction: reactants, conditions, products, and yield The reactants are C(\C=C\C(=O)O)(=O)O (fumaric acid), C1(=CC=C(C=C1)S(=O)(=O)OC[C@H]1COC=2C(=C3CC(NC3=CC2)=O)O1)C ((R)-2-(Toluene-4-sulfonyloxymethyl)-2,3,8,9-tetrahydro-7H-1,4-dioxino[2,3-e]indol-8-one), monofumarate, hydrate, C1(CCCCC1)CN (cyclohexylmethylamine). Solvent: C(C)(C)O (isopropanol), C(C)(C)O (isopropanol), CS(=O)C (DMSO). Conditions: temperature 80 celsius. Product: ( S ), C1(CCCCC1)CNCC1COC=2C(=C3CC(NC3=CC2)=O)O1 (2-(Cyclohexylmethylamino-methyl)-2,3,8,9-tetrahydro-7H-1,4-dioxino[2,3-e]indol-8-one). Reaction SMILES: C1(C)C=CC(S(O[CH2:11][C@@H:12]2[O:25][C:16]3=[C:17]4[C:21](=[CH:22][CH:23]=[C:15]3[O:14][CH2:13]2)[NH:20][C:19](=[O:24])[CH2:18]4)(=O)=O)=CC=1.[CH:27]1([CH2:33][NH2:34])[CH2:32][CH2:31][CH2:30][CH2:29][CH2:28]1.C(O)(=O)/C=C/C(O)=O>CS(C)=O.C(O)(C)C>[CH:27]1([CH2:33][NH:34][CH2:11][CH:12]2[O:25][C:16]3=[C:17]4[C:21](=[CH:22][CH:23]=[C:15]3[O:14][CH2:13]2)[NH:20][C:19](=[O:24])[CH2:18]4)[CH2:32][CH2:31][CH2:30][CH2:29][CH2:28]1. Procedure: (R)-2-(Toluene-4-sulfonyloxymethyl)-2,3,8,9-tetrahydro-7H-1,4-dioxino[2,3-e]indol-8-one (0.80 g, 2.13 mmole), and cyclohexylmethylamine (1.33 g, 11.7 mmole) were combined in 15 ml of dry DMSO and heated to 80° C. for 6 hours under a nitrogen atmosphere. The reaction was allowed to cool and was partitioned between 100 ml of ethyl acetate and 150 ml of deionized water. The organic layer was washed with brine, dried over MgSO4, filtered and concentrated to yield a black oil. This oil was column chr... Reactants: CCOc1ccc(B(O)O)cc1, Cc1ccccc1, CCO, Nc1nc(Cl)cc(Nc2ccc(Sc3ccncc3)c(F)c2)n1, [Na+], [Na+], O=C([O-])[O-], [Pd], c1ccc(P(c2ccccc2)c2ccccc2)cc1, c1ccc(P(c2ccccc2)c2ccccc2)cc1, c1ccc(P(c2ccccc2)c2ccccc2)cc1, c1ccc(P(c2ccccc2)c2ccccc2)cc1. The product is CCOc1ccc(-c2cc(Nc3ccc(Sc4ccncc4)c(F)c3)nc(N)n2)cc1. Reaction SMILES: [CH2:30]([CH3:31])[O:32][c:33]1[cH:34][cH:35][c:36]([B:39]([OH:40])[OH:41])[cH:37][cH:38]1.[CH3:42][c:43]1[cH:44][cH:45][cH:46][cH:47][cH:48]1.[CH3:49][CH2:50][OH:51].[NH2:1][c:2]1[n:3][c:4]([Cl:23])[cH:5][c:6]([NH:8][c:9]2[cH:10][c:11]([F:22])[c:12]([S:15][c:16]3[cH:17][cH:18][n:19][cH:20][cH:21]3)[cH:13][cH:14]2)[n:7]1.[Na+:24].[Na+:25].[O-:26][C:27](=[O:28])[O-:29].[Pd:52].[c:110]1([P:111]([c:112]2[cH:113][cH:114][cH:115][cH:116][cH:117]2)[c:118]2[cH:119][cH:120][cH:121][cH:122][cH:123]2)[cH:124][cH:125][cH:126][cH:127][cH:128]1.[c:53]1([P:54]([c:55]2[cH:56][cH:57][cH:58][cH:59][cH:60]2)[c:61]2[cH:62][cH:63][cH:64][cH:65][cH:66]2)[cH:67][cH:68][cH:69][cH:70][cH:71]1.[c:72]1([P:73]([c:74]2[cH:75][cH:76][cH:77][cH:78][cH:79]2)[c:80]2[cH:81][cH:82][cH:83][cH:84][cH:85]2)[cH:86][cH:87][cH:88][cH:89][cH:90]1.[c:91]1([P:92]([c:93]2[cH:94][cH:95][cH:96][cH:97][cH:98]2)[c:99]2[cH:100][cH:101][cH:102][cH:103][cH:104]2)[cH:105][cH:106][cH:107][cH:108][cH:109]1>>[NH2:1][c:2]1[n:3][c:4](-[c:36]2[cH:35][cH:34][c:33]([O:32][CH2:30][CH3:31])[cH:38][cH:37]2)[cH:5][c:6]([NH:8][c:9]2[cH:10][c:11]([F:22])[c:12]([S:15][c:16]3[cH:17][cH:18][n:19][cH:20][cH:21]3)[cH:13][cH:14]2)[n:7]1. Starting materials: [Cl-].[NH4+] (ammonium chloride), [H-].[Na+] (sodium hydride), SC1=CC=C(C=C1)NC(OC)=O (methyl N-(4-mercaptophenyl)carbamate), BrCC=1SC2=C(N1)C=CC=C2 (2-bromomethylbenzothiazole). The solvent is CN(C=O)C (dimethylformamide). Run at time 10 minute. Yields the product S1C(=NC2=C1C=CC=C2)CSC2=CC=C(C=C2)NC(OC)=O (Methyl N-[4-(benzothiazol-2-ylmethylthio)phenyl]carbamate). Isolated yield 61.3%. RXN SMILES: [H-].[Na+].[SH:3][C:4]1[CH:9]=[CH:8][C:7]([NH:10][C:11](=[O:14])[O:12][CH3:13])=[CH:6][CH:5]=1.Br[CH2:16][C:17]1[S:18][C:19]2[CH:25]=[CH:24][CH:23]=[CH:22][C:20]=2[N:21]=1.[Cl-].[NH4+]>CN(C)C=O>[S:18]1[C:19]2[CH:25]=[CH:24][CH:23]=[CH:22][C:20]=2[N:21]=[C:17]1[CH2:16][S:3][C:4]1[CH:5]=[CH:6][C:7]([NH:10][C:11](=[O:14])[O:12][CH3:13])=[CH:8][CH:9]=1 |f:0.1,4.5|. Procedure: 100.5 mg of sodium hydride (as a 60% w/w dispersion in mineral oil) were added to a solution of 418.5 mg of methyl N-(4-mercaptophenyl)carbamate [prepared as described in step (a) above] in 8.4 ml of dimethylformamide cooled in an ice-water bath. The resulting mixture was stirred at the same temperature for 10 minutes, and then 573.1 mg of 2-bromomethylbenzothiazole were added. The temperature of the reaction mixture was then elevated to room temperature and the mixture was stirred for 3.5 hours...